This data is from the Open Reaction Database (ORD), a public repository of structured organic reaction records. The task is: describe an organic reaction: reactants, conditions, products, and yield Reactants: ONC(C1=CC=C(C=C1)CO)=N (N-hydroxy-4-hydroxymethyl-benzamidine), C(C)N(C=1C=C(C(=O)O)C=C(N1)C)CC (2-diethylamino-6-methyl-isonicotinic acid). The product is C(C)N(C1=NC(=CC(=C1)C1=NC(=NO1)C1=CC=C(C=C1)CO)C)CC ({4-[5-(2-Diethylamino-6-methyl-pyridin-4-yl)-[1,2,4]oxadiazol-3-yl]-phenyl}-methanol). RXN SMILES: [OH:1][NH:2][C:3](=[NH:12])[C:4]1[CH:9]=[CH:8][C:7]([CH2:10][OH:11])=[CH:6][CH:5]=1.[CH2:13]([N:15]([CH2:26][CH3:27])[C:16]1[CH:17]=[C:18]([CH:22]=[C:23]([CH3:25])[N:24]=1)[C:19](O)=O)[CH3:14]>>[CH2:26]([N:15]([CH2:13][CH3:14])[C:16]1[CH:17]=[C:18]([C:19]2[O:1][N:2]=[C:3]([C:4]3[CH:5]=[CH:6][C:7]([CH2:10][OH:11])=[CH:8][CH:9]=3)[N:12]=2)[CH:22]=[C:23]([CH3:25])[N:24]=1)[CH3:27]. Reported procedure: The title compound is prepared in analogy to Example 5 starting from N-hydroxy-4-hydroxymethyl-benzamidine and 2-diethylamino-6-methyl-isonicotinic acid; LC-MS: tR=0.76 min; [M+1]+=339.11. Starting materials: ClCCl, COc1cc(-c2nc(CO)cs2)cc(OC)c1OC, O=S(Cl)Cl. Product: COc1cc(-c2nc(CCl)cs2)cc(OC)c1OC. Reaction SMILES: [Cl:24][CH2:25][Cl:26].[OH:1][CH2:2][c:3]1[n:4][c:5](-[c:8]2[cH:9][c:10]([O:18][CH3:19])[c:11]([O:16][CH3:17])[c:12]([O:14][CH3:15])[cH:13]2)[s:6][cH:7]1.[S:20]([Cl:21])([Cl:22])=[O:23]>>[CH2:2]([c:3]1[n:4][c:5](-[c:8]2[cH:9][c:10]([O:18][CH3:19])[c:11]([O:16][CH3:17])[c:12]([O:14][CH3:15])[cH:13]2)[s:6][cH:7]1)[Cl:22]. Starting materials: ice water, FC1=C2CCN(C(C2=C(C=C1)[N+](=O)[O-])=O)C (5-fluoro-2-methyl-8-nitro-3,4-dihydro-2H-isoquinolin-1-one), C(C)(C)(C)OC(=O)N1CCN(CC1)C1CCNCC1 (4-piperidin-4-yl-piperazine-1-carboxylic acid tert-butyl ester), C(=O)([O-])[O-].[K+].[K+] (K2CO3). Run in CS(=O)C (DMSO). Reaction conditions: temperature 85 celsius, time 12 hour. Yields the product C(C)(C)(C)OC(=O)N1CCN(CC1)C1CCN(CC1)C1=C2CCN(C(C2=C(C=C1)[N+](=O)[O-])=O)C (4-[1-(2-methyl-8-nitro-1-oxo-1,2,3,4-tetrahydro-isoquinolin-5-yl)-piperidin-4-yl]-piperazine-1-carboxylic acid tert-butyl ester). Isolated yield 41.0%. RXN SMILES: F[C:2]1[CH:11]=[CH:10][C:9]([N+:12]([O-:14])=[O:13])=[C:8]2[C:3]=1[CH2:4][CH2:5][N:6]([CH3:16])[C:7]2=[O:15].[C:17]([O:21][C:22]([N:24]1[CH2:29][CH2:28][N:27]([CH:30]2[CH2:35][CH2:34][NH:33][CH2:32][CH2:31]2)[CH2:26][CH2:25]1)=[O:23])([CH3:20])([CH3:19])[CH3:18].C([O-])([O-])=O.[K+].[K+]>CS(C)=O>[C:17]([O:21][C:22]([N:24]1[CH2:25][CH2:26][N:27]([CH:30]2[CH2:35][CH2:34][N:33]([C:2]3[CH:11]=[CH:10][C:9]([N+:12]([O-:14])=[O:13])=[C:8]4[C:3]=3[CH2:4][CH2:5][N:6]([CH3:16])[C:7]4=[O:15])[CH2:32][CH2:31]2)[CH2:28][CH2:29]1)=[O:23])([CH3:20])([CH3:18])[CH3:19] |f:2.3.4|. Procedure details: A mixture of 5-fluoro-2-methyl-8-nitro-3,4-dihydro-2H-isoquinolin-1-one (11.65 g, 0.052 mol), 4-piperidin-4-yl-piperazine-1-carboxylic acid tert-butyl ester (28.0 g, 0.1039 mol), K2CO3 (8.98 g, 0.065 mol) in DMSO (350 mL) was stirred at 85° C. for 12 hours. After cooling to room temperature, ice-water (500 mL) was added. The mixture was extracted with AcOEt. The organic layer was washed with water followed by brine, dried over Na2SO4 and evaporated. The residue was purified by silica gel column ...